This data is from the Open Reaction Database (ORD), a public repository of structured organic reaction records. The task is: describe an organic reaction: reactants, conditions, products, and yield The reactants are CCN(CC)C(=O)c1ccccc1C(n1cncc1I)C(C)(C)O, CCOC(C)=O, Cl, [K+], C1COCCO1, [OH-]. Product: CC1(C)OC(=O)c2ccccc2C1n1cncc1I. RXN SMILES: [CH2:9]([N:10]([CH2:11][CH3:31])[C:12]([c:13]1[c:14]([CH:19]([C:20]([CH3:21])([CH3:22])[OH:23])[n:24]2[cH:25][n:26][cH:27][c:28]2[I:29])[cH:15][cH:16][cH:17][cH:18]1)=[O:30])[CH3:32].[CH3:34][CH2:35][O:36][C:37](=[O:38])[CH3:39].[ClH:33].[K+:8].[O:1]1[CH2:2][CH2:3][O:4][CH2:5][CH2:6]1.[OH-:7]>>[C:12]1(=[O:30])[c:13]2[c:14]([cH:15][cH:16][cH:17][cH:18]2)[CH:19]([n:24]2[cH:25][n:26][cH:27][c:28]2[I:29])[C:20]([CH3:21])([CH3:22])[O:23]1. Reactants: C(CC)(=O)OC (methyl propionate), C(CC)(=O)OC (methyl propionate), B(F)(F)F (BF3), [C]=O.C=C (carbon monoxide ethylene), C(CC)(=O)OC (methyl propionate). Run at temperature 20 celsius. The product is C(C=C)(=O)OC (methyl acrylate), C(C=C)(=O)O (acrylic acid). RXN SMILES: B(F)(F)F.[C]=O.C=C.[C:9]([O:13][CH3:14])(=[O:12])[CH2:10][CH3:11]>>[C:9]([O:13][CH3:14])(=[O:12])[CH:10]=[CH2:11].[C:9]([OH:13])(=[O:12])[CH:10]=[CH2:11] |f:1.2,^3:4|. Procedure details: In this example, 90 g. of a BF3.CH3OH complex is added to a 600 ml. autoclave and maintained at 20° C. A 9:1 carbon monoxide/ethylene gas mixture is added at 68 atms. After addition of this mixture, the autoclave is heated to 50° C. and maintained at this temperature for three hours. The autoclave is cooled and depressurized. Analysis by gas-liquid chromatography indicates that the autoclave contents consist of 1 to 2% by weight methyl propionate plus 2 to 3% by weight of heavier materials. The ... Reactants: [N+](=[N-])=C (diazomethane), FC1=CC=C2C=CC(=NC2=C1)COC=1C=C(C=CC1)NC(CC(C(=O)O)(CC)CC)=O (4-[3-(7-fluoro-2-quinolinylmethoxy)phenylamino]-2,2-diethyl-4-oxobutanoic acid). Solvent: C(C)OCC (diethyl ether), O1CCCC1 (tetrahydrofuran). The product is COC(C(CC(=O)NC1=CC(=CC=C1)OCC1=NC2=CC(=CC=C2C=C1)F)(CC)CC)=O (4-[3-(7-fluoro-2-quinolinylmethoxy)phenylamino]-2,2-diethyl-4-oxobutanoic acid methyl ester). As a reaction SMILES: [N+](=[CH2:3])=[N-].[F:4][C:5]1[CH:14]=[C:13]2[C:8]([CH:9]=[CH:10][C:11]([CH2:15][O:16][C:17]3[CH:18]=[C:19]([NH:23][C:24](=[O:34])[CH2:25][C:26]([CH2:32][CH3:33])([CH2:30][CH3:31])[C:27]([OH:29])=[O:28])[CH:20]=[CH:21][CH:22]=3)=[N:12]2)=[CH:7][CH:6]=1>C(OCC)C.O1CCCC1>[CH3:3][O:28][C:27](=[O:29])[C:26]([CH2:32][CH3:33])([CH2:30][CH3:31])[CH2:25][C:24]([NH:23][C:19]1[CH:20]=[CH:21][CH:22]=[C:17]([O:16][CH2:15][C:11]2[CH:10]=[CH:9][C:8]3[C:13](=[CH:14][C:5]([F:4])=[CH:6][CH:7]=3)[N:12]=2)[CH:18]=1)=[O:34]. Reported procedure: A solution of diazomethane in diethyl ether is added at 0° to a solution of 1.9 g of 4-[3-(7-fluoro-2-quinolinylmethoxy)phenylamino]-2,2-diethyl-4-oxobutanoic acid (Example 3) in 150 ml of tetrahydrofuran until a yellow colour remains established. The yellow solution is immediately concentrated by evaporation to give the title compound in the form of a colourless oil which crystallises on being left to stand in a refrigerator, m.p. 92°-93°; IR (methylene chloride): 1735 cm-1 (C=O). The reactants are CC(C)(C)OC(=O)Nc1cc(CC#N)c(C#Cc2ccccc2)cc1NC(=O)CC(=O)c1cccc(C#N)c1, COc1ccccc1, ClCCl, O=C(O)C(F)(F)F. Product: N#CCc1cc2c(cc1C#Cc1ccccc1)NC(=O)CC(c1cccc(C#N)c1)=N2. Reaction SMILES: [C:1]([O:2][C:3](=[O:4])[NH:7][c:8]1[c:9]([NH:25][C:26]([CH2:27][C:28](=[O:5])[c:30]2[cH:31][c:32]([C:36]#[N:37])[cH:33][cH:34][cH:35]2)=[O:38])[cH:10][c:11]([C:17]#[C:18][c:19]2[cH:20][cH:21][cH:22][cH:23][cH:24]2)[c:12]([CH2:14][C:15]#[N:16])[cH:13]1)([CH3:6])([CH3:29])[CH3:39].[CH3:50][O:51][c:52]1[cH:53][cH:54][cH:55][cH:56][cH:57]1.[Cl:47][CH2:48][Cl:49].[F:40][C:41]([F:42])([F:43])[C:44]([OH:45])=[O:46]>>[N:7]1=[C:28]([c:30]2[cH:31][c:32]([C:36]#[N:37])[cH:33][cH:34][cH:35]2)[CH2:27][C:26](=[O:38])[NH:25][c:9]2[c:8]1[cH:13][c:12]([CH2:14][C:15]#[N:16])[c:11]([C:17]#[C:18][c:19]1[cH:20][cH:21][cH:22][cH:23][cH:24]1)[cH:10]2.